From a dataset of the Open Reaction Database (ORD), a public repository of structured organic reaction records. describe an organic reaction: reactants, conditions, products, and yield The reactants are CC12OC(CC(CC1)C2(C)C)O (1,8,8-trimethyl-2-oxa bicyclo [3,2,1] octan-3-ol), [I-].C1(=CC=CC=C1)[P+](C(C)C)(C1=CC=CC=C1)C1=CC=CC=C1 (triphenyl isopropyl phosphonium iodide). The product is C[C@@]1(C([C@@H](CC1)CC=C(C)C)(C)C)O ((1R,S) 1,2,2-trimethyl-3-(3-methyl-2-butenyl)-cyclopentanol). Isolated yield 71.1%. As a reaction SMILES: [CH3:1][C:2]12[C:9]([CH3:11])([CH3:10])[CH:6]([CH2:7][CH2:8]1)[CH2:5][CH:4](O)[O:3]2.[I-].[C:14]1([P+](C2C=CC=CC=2)(C2C=CC=CC=2)C(C)C)[CH:19]=CC=C[CH:15]=1>>[CH3:1][C@@:2]1([OH:3])[CH2:8][CH2:7][C@@H:6]([CH2:5][CH:4]=[C:14]([CH3:19])[CH3:15])[C:9]1([CH3:11])[CH3:10] |f:1.2|. Procedure: Using the procedure of Example 7, 5 g of 1,8,8-trimethyl-2-oxa bicyclo [3,2,1] octan-3-ol and 15 g of triphenyl isopropyl phosphonium iodide were reacted and the product was chromatographed over silica gel and was eluted with an 8-2 cyclohexane-ethyl acetate mixture to obtain 4.1 g of (1R,S) 1,2,2-trimethyl-3-(3-methyl-2-butenyl)-cyclopentanol. The reactants are COC=1C=C(C=CC1OC)C=CC(=O)C1=CC=C(C=C1)OCC(CN1CCN(CC1)C1=CC=CC=C1)O (3,4-Dimethoxy-4′-[2-hydroxy-3-(4-phenylpiperazin-1-yl)-propoxy]-chalcone). Procedure details: In a similar manner to the preparation of 18, compound 26 was obtained from 4′-(2,3-epoxy-propoxy)-4-methoxy-chalcone, 13 (1 g, 3.2 mmol) and methylamine (5.5 mL, 64 mmol) in dry methanol (80 mL). Yield 470 mg (43%); mp 114-115° C.; MS (FAB) 342 (M++1); IR (KBr) 3487, 3344, 1652; 1H NMR (200 MHz, CDCl3) δ 8.01 (d, J=8.6 Hz, 2H), 7.77 (d, J=15.6 Hz, 1H), 7.59 (d, J=8.5 Hz, 2H), 7.41 (d, J=15.6 Hz, 1H), 6.98 (d, J=8.9 Hz, 2H), 6.93 (d, J=8.7 Hz, 2H), 4.07-4.05 (m, 3H), 3.85 (s, 3H), 2.93-2.82 (m, ... RXN SMILES: CO[C:3]1[CH:4]=[C:5]([CH:11]=[CH:12][C:13]([C:15]2[CH:20]=[CH:19][C:18]([O:21][CH2:22][CH:23]([OH:37])[CH2:24][N:25]3CCN(C4C=CC=CC=4)C[CH2:26]3)=[CH:17][CH:16]=2)=[O:14])[CH:6]=[CH:7][C:8]=1[O:9][CH3:10]>CO>[OH:37][CH:23]([CH2:24][NH:25][CH3:26])[CH2:22][O:21][C:18]1[CH:19]=[CH:20][C:15]([C:13](=[O:14])[CH:12]=[CH:11][C:5]2[CH:6]=[CH:7][C:8]([O:9][CH3:10])=[CH:3][CH:4]=2)=[CH:16][CH:17]=1.[O:37]1[CH2:24][CH:23]1[CH2:22][O:21][C:18]1[CH:17]=[CH:16][C:15]([C:13](=[O:14])[CH:12]=[CH:11][C:5]2[CH:4]=[CH:3][C:8]([O:9][CH3:10])=[CH:7][CH:6]=2)=[CH:20][CH:19]=1.[CH3:24][NH2:25]. Solvent: CO (methanol). Product: OC(COC1=CC=C(C(C=CC2=CC=C(C=C2)OC)=O)C=C1)CNC (4′-[2-Hydroxy-3-methylamino-propoxy]-4-methoxy-chalcone), O1C(COC2=CC=C(C(C=CC3=CC=C(C=C3)OC)=O)C=C2)C1 (4′-(2,3-Epoxy-propoxy)-4-methoxy-chalcone), CN (methylamine). Reactants: CS(C)=O, O=C(NC(CO)c1cccc(Cl)c1)C1CCN(c2ccnc(F)c2)CC1, CC(N)CO. The product is CC(CO)Nc1cc(N2CCC(C(=O)NC(CO)c3cccc(Cl)c3)CC2)ccn1. As a reaction SMILES: [CH3:32][S:33]([CH3:34])=[O:35].[Cl:1][c:2]1[cH:3][c:4]([CH:8]([CH2:9][OH:10])[NH:11][C:12](=[O:13])[CH:14]2[CH2:15][CH2:16][N:17]([c:20]3[cH:21][c:22]([F:26])[n:23][cH:24][cH:25]3)[CH2:18][CH2:19]2)[cH:5][cH:6][cH:7]1.[NH2:27][CH:28]([CH2:29][OH:30])[CH3:31]>>[Cl:1][c:2]1[cH:3][c:4]([CH:8]([CH2:9][OH:10])[NH:11][C:12](=[O:13])[CH:14]2[CH2:15][CH2:16][N:17]([c:20]3[cH:21][c:22]([NH:27][CH:28]([CH2:29][OH:30])[CH3:31])[n:23][cH:24][cH:25]3)[CH2:18][CH2:19]2)[cH:5][cH:6][cH:7]1. Reactants: [Br-].C(#N)CCCCCC[P+](C1=CC=CC=C1)(C1=CC=CC=C1)C1=CC=CC=C1 (6-cyanohexyltriphenylphosphonium bromide), C(C1=CC=C(C=C1)OC)=O (p-anisaldehyde). Solvent: C1CCOC1 (THF). The product is COC1=CC=C(C=C1)C=CCCCCCC#N (8-(p-Methoxyphenyl)-7-octennitrile). Isolated yield 71.1%. As a reaction SMILES: [Br-].[C:2]([CH2:4][CH2:5][CH2:6][CH2:7][CH2:8][CH2:9][P+](C1C=CC=CC=1)(C1C=CC=CC=1)C1C=CC=CC=1)#[N:3].[CH:29](=O)[C:30]1[CH:35]=[CH:34][C:33]([O:36][CH3:37])=[CH:32][CH:31]=1>C1COCC1>[CH3:37][O:36][C:33]1[CH:34]=[CH:35][C:30]([CH:29]=[CH:9][CH2:8][CH2:7][CH2:6][CH2:5][CH2:4][C:2]#[N:3])=[CH:31][CH:32]=1 |f:0.1|. Reported procedure: This compound was synthesized from 6-cyanohexyltriphenylphosphonium bromide (9.05 g, 20 mmol) and p-anisaldehyde (2.72 g, 20 mmol) in THF (100 mL) by a Wittig reaction. Kugelrohr distillation afforded the products (3.26 g, 71%) as a colorless liquid (bp: 143-146° C./0.05 torr). IR: 2285 cm-1 ; 1H-NMR: 1.50 (m, 6H), 2.30 (m, 4H), 3.80 (s, 3H), 5.50 (m, 1H), 6.30 (d, 1H), 7.05 (q, 4H). Starting materials: BrC1=CC=C(C=C1)C1=CC=C(C=C1)OCCC(CCCC(C)C)C (4-Bromo-4′-(3,7-dimethyloctyloxy)biphenyl), solution, C([O-])([O-])=O.[Na+].[Na+] (sodium carbonate), FC1=C(C=CC(=C1F)OCCCCCCCC)B(O)O (2,3-difluoro-4-octyloxyphenylboronic acid). The reagents and catalysts are C=1C=CC(=CC1)[P](C=2C=CC=CC2)(C=3C=CC=CC3)[Pd]([P](C=4C=CC=CC4)(C=5C=CC=CC5)C=6C=CC=CC6)([P](C=7C=CC=CC7)(C=8C=CC=CC8)C=9C=CC=CC9)[P](C=1C=CC=CC1)(C=1C=CC=CC1)C=1C=CC=CC1 (tetrakis(triphenylphosphine)palladium(0)). Solvent: COCCOC (DME). Yields the product CC(CCOC1=CC=C(C=C1)C=1C(=CC=CC1)C1=C(C(=C(C=C1)OCCCCCCCC)F)F)CCCC(C)C (4″-(3,7-Dimethyloctyloxy)-2,3-difluoro-4-octyloxyterphenyl). Reaction SMILES: Br[C:2]1[CH:7]=[CH:6][C:5]([C:8]2[CH:13]=[CH:12][C:11]([O:14][CH2:15][CH2:16][CH:17]([CH3:24])[CH2:18][CH2:19][CH2:20][CH:21]([CH3:23])[CH3:22])=[CH:10][CH:9]=2)=[CH:4][CH:3]=1.C(=O)([O-])[O-].[Na+].[Na+].[F:31][C:32]1[C:37]([F:38])=[C:36]([O:39][CH2:40][CH2:41][CH2:42][CH2:43][CH2:44][CH2:45][CH2:46][CH3:47])[CH:35]=[CH:34][C:33]=1B(O)O>COCCOC.C1C=CC([P]([Pd]([P](C2C=CC=CC=2)(C2C=CC=CC=2)C2C=CC=CC=2)([P](C2C=CC=CC=2)(C2C=CC=CC=2)C2C=CC=CC=2)[P](C2C=CC=CC=2)(C2C=CC=CC=2)C2C=CC=CC=2)(C2C=CC=CC=2)C2C=CC=CC=2)=CC=1>[CH3:24][CH:17]([CH2:18][CH2:19][CH2:20][CH:21]([CH3:23])[CH3:22])[CH2:16][CH2:15][O:14][C:11]1[CH:12]=[CH:13][C:8]([C:5]2[C:4]([C:33]3[CH:34]=[CH:35][C:36]([O:39][CH2:40][CH2:41][CH2:42][CH2:43][CH2:44][CH2:45][CH2:46][CH3:47])=[C:37]([F:38])[C:32]=3[F:31])=[CH:3][CH:2]=[CH:7][CH:6]=2)=[CH:9][CH:10]=1 |f:1.2.3,^1:60,62,81,100|. Reported procedure: 4-Bromo-4′-(3,7-dimethyloctyloxy)biphenyl (0.80 g, 2.0 mmol) from step 1, an aqueous solution 2M-sodium carbonate (40 ml) and tetrakis(triphenylphosphine)palladium(0) (0.12 g, 0.12 mmol) were mixed in DME (60 ml) under dry nitrogen at room temperature and 2,3-difluoro-4-octyloxyphenylboronic acid (0.62 g, 2.2 mmol), prepared as described in Example 1 step 4, was added. The stirred reaction mixture was heated overnight under reflux under dry nitrogen until g.l.c. and t.l.c. revealed a complete re... The reactants are N1(CCOCC1)C1=CN(C2=CC=CC=C12)[Si](C(C)C)(C(C)C)C(C)C (3-morpholin-4-yl-1-triisopropylsilanyl-1H-indole), solution, C1(CCCCC1)P(C1=C(C=CC=C1)C1=C(C=CC=C1)N(C)C)C1CCCCC1 (2-dicyclohexylphosphino-2′-(N,N-dimethylamino)biphenyl), BrC1=CN(C2=CC=CC=C12)[Si](C(C)C)(C(C)C)C(C)C (3-bromo-1-triisopropylsilanyl-1H-indole), N1CCCCC1 (piperidine), C[Si](C)(C)[N-][Si](C)(C)C.[Li+] (lithium bis(trimethylsilyl)amide). Reagents/catalysts: C1=CC=C(C=C1)/C=C/C(=O)/C=C/C2=CC=CC=C2.C1=CC=C(C=C1)/C=C/C(=O)/C=C/C2=CC=CC=C2.C1=CC=C(C=C1)/C=C/C(=O)/C=C/C2=CC=CC=C2.C(Cl)(Cl)Cl.[Pd].[Pd] (tris(dibenzylideneacetone)dipalladium(0) chloroform adduct). Solvent: C1CCOC1 (THF). Yields the product N1(CCCCC1)C1=CN(C2=CC=CC=C12)[Si](C(C)C)(C(C)C)C(C)C (3-Piperidin-1-yl-1-triisopropylsilanyl-1H-indole). Reaction SMILES: [N:1]1([C:7]2[C:15]3[C:10](=[CH:11][CH:12]=[CH:13][CH:14]=3)[N:9]([Si:16]([CH:23]([CH3:25])[CH3:24])([CH:20]([CH3:22])[CH3:21])[CH:17]([CH3:19])[CH3:18])[CH:8]=2)[CH2:6][CH2:5]O[CH2:3][CH2:2]1.Br[C:27]1C2C(=CC=CC=2)N([Si](C(C)C)(C(C)C)C(C)C)C=1.N1CCCCC1.C1(P(C2CCCCC2)C2C=CC=CC=2C2C=CC=CC=2N(C)C)CCCCC1.C[Si]([N-][Si](C)(C)C)(C)C.[Li+]>C1COCC1.C1C=CC(/C=C/C(/C=C/C2C=CC=CC=2)=O)=CC=1.C1C=CC(/C=C/C(/C=C/C2C=CC=CC=2)=O)=CC=1.C1C=CC(/C=C/C(/C=C/C2C=CC=CC=2)=O)=CC=1.C(Cl)(Cl)Cl.[Pd].[Pd]>[N:1]1([C:7]2[C:15]3[C:10](=[CH:11][CH:12]=[CH:13][CH:14]=3)[N:9]([Si:16]([CH:23]([CH3:25])[CH3:24])([CH:20]([CH3:22])[CH3:21])[CH:17]([CH3:19])[CH3:18])[CH:8]=2)[CH2:6][CH2:5][CH2:27][CH2:3][CH2:2]1 |f:4.5,7.8.9.10.11.12|. Procedure: Following a method similar to 3-morpholin-4-yl-1-triisopropylsilanyl-1H-indole using 3-bromo-1-triisopropylsilanyl-1H-indole (0.70 g, 1.99 mmol), piperidine (0.26 g, 3.04 mmol), 2-dicyclohexylphosphino-2′-(N,N-dimethylamino)biphenyl (0.02 g, 0.05 mmol), tris(dibenzylideneacetone)dipalladium(0) chloroform adduct (0.05 g, 0.05 mmol) and 1N solution of lithium bis(trimethylsilyl)amide in THF (2.40 mL) to prepare the title compound. Purify by flash chromatography using 0 to 40% of EtOAc in hexanes t... Reactants: solution, O.NN (hydrazine hydrate), C(C)(=O)N[C@H]1[C@H](O[C@@H]([C@H]([C@@H]1OC(C)=O)OC(C)=O)COC(C)=O)Cl (2-acetamido-3,4,6-tri-O-acetyl-2-deoxy-α-D-glucopyranosyl chloride), Mercuric cyanide, S(=O)(=O)([O-])[O-].[Ca+2] (calcium sulfate), C(C)OC(=O)CCCCCCCCO (8-ethoxycarbonyl-1-octanol). The solvent is ClCCl (Dichloromethane), C1=CC=CC=C1 (benzene). Conditions: time 1 hour. Yields the product C(C)(=O)N[C@H]1[C@H](OCCCCCCCCC(=O)OCC)O[C@@H]([C@H]([C@@H]1O)O)CO (8-ethoxycarbonyloctyl 2-acetamido-2-deoxy-β-D-glucopyranoside). RXN SMILES: S([O-])([O-])(=O)=O.[Ca+2].[CH2:7]([O:9][C:10]([CH2:12][CH2:13][CH2:14][CH2:15][CH2:16][CH2:17][CH2:18][CH2:19][OH:20])=[O:11])[CH3:8].[C:21]([NH:24][C@@H:25]1[C@@H:30]([O:31]C(=O)C)[C@H:29]([O:35]C(=O)C)[C@@H:28]([CH2:39][O:40]C(=O)C)[O:27][C@@H:26]1Cl)(=[O:23])[CH3:22].O.NN>C1C=CC=CC=1.ClCCl>[C:21]([NH:24][C@@H:25]1[C@@H:30]([OH:31])[C@H:29]([OH:35])[C@@H:28]([CH2:39][OH:40])[O:27][C@H:26]1[O:20][CH2:19][CH2:18][CH2:17][CH2:16][CH2:15][CH2:14][CH2:13][CH2:12][C:10]([O:9][CH2:7][CH3:8])=[O:11])(=[O:23])[CH3:22] |f:0.1,4.5|. Reported procedure: Mercuric cyanide (31.8 g, 126 mmol) and anhydrous calcium sulfate were added to a solution of 8-ethoxycarbonyl-1-octanol (25 g, 124 mmol) in 100 ml of dry benzene. The mixture was protected from moisture while stirring for 1 h at room temperature prior to addition of 2-acetamido-3,4,6-tri-O-acetyl-2-deoxy-α-D-glucopyranosyl chloride (25 g, 68 mmol). The mixture was efficiently stirred for 4 days at room temperature. Dichloromethane (400 ml) was added, the solids were removed by filtration, and t... Starting materials: [H-].[Na+] (NaH), C1(=CC=CC=C1)C (toluene), C(C)OC(C)=O.CC1=NC=C(C(=O)OC)C=C1 (methyl 6-methylnicotinate ethyl acetate), CC1=NC=C(C(=O)OC)C=C1 (methyl 6-methylnicotinate), C(C)OC(C)=O.CC1=NC=C(C(=O)OC)C=C1 (methyl 6-methylnicotinate ethyl acetate). The solvent is CN(C)C=O (DMF), C(C)(=O)OCC (ethyl acetate), O (water). Conditions: temperature 80 celsius, time 0.5 hour. The product is CC1=NC=C(C=C1)C(C)=O (2-methyl-5-acetylpyridine). The yield is 65.0%. Reaction SMILES: [CH3:1][C:2]1[CH:11]=[CH:10][C:5]([C:6]([O:8]C)=O)=[CH:4][N:3]=1.[H-].[Na+].[C:14]1(C)C=CC=CC=1.C(OC(=O)C)C.CC1C=CC(C(OC)=O)=CN=1>C(OCC)(=O)C.O.CN(C=O)C>[CH3:1][C:2]1[CH:11]=[CH:10][C:5]([C:6](=[O:8])[CH3:14])=[CH:4][N:3]=1 |f:1.2,4.5|. Procedure: 50 g of methyl 6-methylnicotinate was dissolved in 200 ml of ethyl acetate; 60% NaH 26.5 g, toluene 400 ml and DMF 34 ml were added to a three-necked bottle, 10% methyl 6-methylnicotinate ethyl acetate solution 20 ml was added, heated to 80° C., stirred for 0.5 h. To the reaction bottle, the residual methyl 6-methylnicotinate ethyl acetate solution was added dropwise slowly within about 1.5 h. After addition, the reaction was conducted at 80° C. for 8 h. The reaction stopped, cooled to room temp...